This data is from the Open Reaction Database (ORD), a public repository of structured organic reaction records. The task is: describe an organic reaction: reactants, conditions, products, and yield The reactants are O=C1CCC=2NC(=CC21)C(=O)OC (methyl 4-oxo-1,4,5,6-tetrahydrocyclopenta[b]pyrrole-2-carboxylate), CC=1C=C(C=C(C1)C)[Mg]Br (3,5-dimethylphenylmagnesium bromide). Yields the product CC=1C=C(C=C(C1)C)C1CCC=2NC(=CC21)C(=O)OC (methyl 4-(3,5-dimethylphenyl)-1,4,5,6-tetrahydrocyclopenta[b]pyrrole-2-carboxylate), olefin. As a reaction SMILES: O=[C:2]1[C:9]2[CH:8]=[C:7]([C:10]([O:12][CH3:13])=[O:11])[NH:6][C:5]=2[CH2:4][CH2:3]1.[CH3:14][C:15]1[CH:16]=[C:17]([Mg]Br)[CH:18]=[C:19]([CH3:21])[CH:20]=1>>[CH3:14][C:15]1[CH:16]=[C:17]([CH:2]2[C:9]3[CH:8]=[C:7]([C:10]([O:12][CH3:13])=[O:11])[NH:6][C:5]=3[CH2:4][CH2:3]2)[CH:18]=[C:19]([CH3:21])[CH:20]=1. Procedure: The title compound was synthesized in two steps. First, methyl 4-oxo-1,4,5,6-tetrahydrocyclopenta[b]pyrrole-2-carboxylate (0.5 g, 2.79 mmol) and 3,5-dimethylphenylmagnesium bromide (14 mL, 6.97 mmol, 0.5 M in THF, 2.5 equiv) were reacted according to General Procedure 3 to give the endo olefin-containing compound methyl 4-(3,5-dimethylphenyl)-1,6-dihydrocyclopenta[b]pyrrole-2-carboxylate, which was then hydrogenated according to General Procedure 6 (with 5% Pd/C), and was purified by column chro...